The task is: describe an organic reaction: reactants, conditions, products, and yield. This data is from the Open Reaction Database (ORD), a public repository of structured organic reaction records. Starting materials: CCOC(CC#N)=NC#N, C1CCNC1, C1CCOC1. Product: N#CCC(=NC#N)N1CCCC1. Reaction SMILES: [C:6](#[N:7])[N:8]=[C:9]([CH2:10][C:11]#[N:12])[O:13][CH2:14][CH3:15].[CH2:1]1[CH2:2][CH2:3][NH:4][CH2:5]1.[O:16]1[CH2:17][CH2:18][CH2:19][CH2:20]1>>[CH2:1]1[CH2:2][CH2:3][N:4]([C:9](=[N:8][C:6]#[N:7])[CH2:10][C:11]#[N:12])[CH2:5]1. The reactants are ClCCCOC=1C(=CC2=C(C3=C(C(O2)=O)CCC3)C1)OC (8-(3-chloropropoxy)-2,3-dihydro-7-methoxy-cyclopenta[c][1]benzopyran-4(1H)-one), [N+](=O)([O-])C1=CC=C(C=C1)N1CCNCC1 (1-(4-nitrophenyl)piperazine), C(\C=C\C(=O)[O-])(=O)[O-] (Fumarate). Run in CC(=O)C (acetone), CC(=O)C (acetone). Yields the product COC1=CC2=C(C3=C(C(O2)=O)CCC3)C=C1OCCCN1CCN(CC1)C1=CC=C(C=C1)[N+](=O)[O-] (2,3-dihydro-7-methoxy-8-{3-[4-(4-nitrophenyl)-1-piperazinyl]propoxy}cyclopenta[c][1]benzopyran-4(1H)-one). Yield: 43.0%. RXN SMILES: Cl[CH2:2][CH2:3][CH2:4][O:5][C:6]1[C:7]([O:20][CH3:21])=[CH:8][C:9]2[O:14][C:13](=[O:15])[C:12]3[CH2:16][CH2:17][CH2:18][C:11]=3[C:10]=2[CH:19]=1.[N+:22]([C:25]1[CH:30]=[CH:29][C:28]([N:31]2[CH2:36][CH2:35][NH:34][CH2:33][CH2:32]2)=[CH:27][CH:26]=1)([O-:24])=[O:23].C([O-])(=O)/C=C/C([O-])=O>CC(C)=O>[CH3:21][O:20][C:7]1[C:6]([O:5][CH2:4][CH2:3][CH2:2][N:34]2[CH2:35][CH2:36][N:31]([C:28]3[CH:27]=[CH:26][C:25]([N+:22]([O-:24])=[O:23])=[CH:30][CH:29]=3)[CH2:32][CH2:33]2)=[CH:19][C:10]2[C:11]3[CH2:18][CH2:17][CH2:16][C:12]=3[C:13](=[O:15])[O:14][C:9]=2[CH:8]=1. Procedure details: Method B (60 h at 50° C.); starting materials: 8-(3-chloropropoxy)-2,3-dihydro-7-methoxy-cyclopenta[c][1]benzopyran-4(1H)-one (example 83) and 1-(4-nitrophenyl)piperazine; yield 43%; fusion point 226°-228° C. (decomposes; from acetone). Fumarate: method E; yield 92%; fusion point 216° C. (decomposes; from acetone). Reactants: CC(C)(C)C(=O)Nc1nc(Cl)c2c(I)c[nH]c2n1, COc1c(C)cnc(CCl)c1C, Cl, [K+], [K+], O=C([O-])[O-], CN(C)C=O. Yields the product COc1c(C)cnc(Cn2cc(I)c3c(Cl)nc(NC(=O)C(C)(C)C)nc32)c1C. As a reaction SMILES: [Cl:1][c:2]1[c:3]2[c:4]([n:5][c:6]([NH:8][C:9]([C:10]([CH3:11])([CH3:12])[CH3:13])=[O:14])[n:7]1)[nH:15][cH:16][c:17]2[I:18].[Cl:20][CH2:21][c:22]1[n:23][cH:24][c:25]([CH3:31])[c:26]([O:29][CH3:30])[c:27]1[CH3:28].[ClH:19].[K+:32].[K+:33].[O-:34][C:35]([O-:36])=[O:37].[O:38]=[CH:39][N:40]([CH3:41])[CH3:42]>>[Cl:1][c:2]1[c:3]2[c:4]([n:5][c:6]([NH:8][C:9]([C:10]([CH3:11])([CH3:12])[CH3:13])=[O:14])[n:7]1)[n:15]([CH2:21][c:22]1[n:23][cH:24][c:25]([CH3:31])[c:26]([O:29][CH3:30])[c:27]1[CH3:28])[cH:16][c:17]2[I:18]. The reactants are CC1(C(=NC=2C=CC3=C(C12)C=C(C=C3S(=O)(=O)[O-])S(=O)(=O)[O-])C)C (1,1,2-trimethylbenz[e]indol-6,8-disulfonate), BrC(C(=O)O)CCCC (bromohexanoic acid), C(C)(=O)OCC (ethyl acetate). Conditions: temperature 125 celsius. Yields the product C(=O)(O)C(CCOS(=O)(=O)C1=CC(=CC=2C=3C(C(=[NH+]C3C=CC21)C)(C)C)S(=O)(=O)[O-])CC (3-Carboxypentyl-1,1,2-Trimethylbenz[e]indolium-6,8-disulfonate). The yield is 70.0%. Reaction SMILES: [CH3:1][C:2]1([CH3:24])[C:10]2[C:9]3[CH:11]=[C:12]([S:19]([O-:22])(=[O:21])=[O:20])[CH:13]=[C:14]([S:15]([O-:18])(=[O:17])=[O:16])[C:8]=3[CH:7]=[CH:6][C:5]=2[N:4]=[C:3]1[CH3:23].Br[CH:26]([CH2:30][CH2:31]CC)[C:27]([OH:29])=[O:28].[C:34](OCC)(=O)[CH3:35]>>[C:27]([CH:26]([CH2:30][CH3:31])[CH2:34][CH2:35][O:17][S:15]([C:14]1[C:8]2[CH:7]=[CH:6][C:5]3[NH+:4]=[C:3]([CH3:23])[C:2]([CH3:24])([CH3:1])[C:10]=3[C:9]=2[CH:11]=[C:12]([S:19]([O-:22])(=[O:21])=[O:20])[CH:13]=1)(=[O:18])=[O:16])([OH:29])=[O:28]. Reported procedure: A suspension of 1,1,2-trimethylbenz[e]indol-6,8-disulfonate (4.82 g, 13.0 mmol), bromohexanoic acid (25 g, 130 mmol) in a 250 mL round bottom flask was heated in an oil bath at 125° C. for 40 h. After cooling to ambient temperature ethyl acetate (100 mL) was added the solid was triturated. Filtered to collect the solid, washed with ethyl acetate (3×50 mL), ether (2×20 mL) and dried. Further drying in an oven at 40° C. under high vacuum for 18 h gave 4.41 g (70.0%) of the product. Starting materials: CC=1SC=C(N1)CS(=O)(=O)[O-].[Na+] (Sodium (2-methylthiazol-4-yl)methanesulfonate), P(Cl)(Cl)(Cl)(Cl)Cl (phosphorous pentachloride). Run in P(=O)(Cl)(Cl)Cl (phosphorous oxychloride). Conditions: temperature 50 celsius, time 3 hour. Product: CC=1SC=C(N1)CS(=O)(=O)Cl ((2-methylthiazol-4-yl)methanesulfonyl chloride). Reaction SMILES: [CH3:1][C:2]1[S:3][CH:4]=[C:5]([CH2:7][S:8]([O-:11])(=O)=[O:9])[N:6]=1.[Na+].P(Cl)(Cl)(Cl)(Cl)[Cl:14]>P(Cl)(Cl)(Cl)=O>[CH3:1][C:2]1[S:3][CH:4]=[C:5]([CH2:7][S:8]([Cl:14])(=[O:11])=[O:9])[N:6]=1 |f:0.1|. Procedure: Sodium (2-methylthiazol-4-yl)methanesulfonate, 40, (357 mg, 1.66 mmol) is dissolved in phosphorous oxychloride (6 mL) and is treated with phosphorous pentachloride (345 mg, 1.66 mmol). The reaction mixture is stirred at 50° C. for 3 hours, then allowed to cool to room temperature. The solvent is removed under reduced pressure and the residue is re-dissolved in CH2Cl2 (40 mL) and is washed with sat. NaHCO3 and brine. The organic layer is dried over MgSO4, filtered, and the solvent removed in vacu... Reactants: O=[N+]([O-])[O-].[O-][N+]([O-])=O.[O-][N+]([O-])=O.[O-][N+]([O-])=O.[O-][N+]([O-])=O.[O-][N+]([O-])=O.[Ce+4].[NH4+].[NH4+] (CAN), C(C)#N (acetonitrile), COC1=C2CC(CC2=C(C(=C1OC)OC)OC)CCCCOC1=CC=C(C(=O)O)C=C1 (4-[4-(4,5,6,7-tetramethoxyindan-2-yl)butoxy]benzoic acid). Run in O (water), O (Water). Reaction conditions: time 15 minute. Yields the product COC=1C(C=2CC(CC2C(C1OC)=O)CCCCOC1=CC=C(C(=O)O)C=C1)=O (4-[4-(5,6-dimethoxy-4,7-dioxoindan-2-yl)butoxy]benzoic acid). Yield: 53.8%. As a reaction SMILES: O=[N+]([O-])[O-].[O-][N+](=O)[O-].[O-][N+](=O)[O-].[O-][N+](=O)[O-].[O-][N+](=O)[O-].[O-][N+](=O)[O-].[Ce+4].[NH4+].[NH4+].C(#N)C.C[O:32][C:33]1[C:41]([O:42][CH3:43])=[C:40]([O:44][CH3:45])[C:39]([O:46]C)=[C:38]2[C:34]=1[CH2:35][CH:36]([CH2:48][CH2:49][CH2:50][CH2:51][O:52][C:53]1[CH:61]=[CH:60][C:56]([C:57]([OH:59])=[O:58])=[CH:55][CH:54]=1)[CH2:37]2>O>[CH3:43][O:42][C:41]1[C:33](=[O:32])[C:34]2[CH2:35][CH:36]([CH2:48][CH2:49][CH2:50][CH2:51][O:52][C:53]3[CH:54]=[CH:55][C:56]([C:57]([OH:59])=[O:58])=[CH:60][CH:61]=3)[CH2:37][C:38]=2[C:39](=[O:46])[C:40]=1[O:44][CH3:45] |f:0.1.2.3.4.5.6.7.8|. Procedure details: A water (2.0 ml) solution of CAN (1.27 g, 2.32 mmols) was dropwise added to an acetonitrile (8.0 ml) solution of 4-[4-(4,5,6,7-tetramethoxyindan-2-yl)butoxy]benzoic acid (400 mg, 0.929 mmols), with cooling with ice, and stirring was continued for 15 minutes. Water was added to the reaction mixture, which was then extracted with ethyl acetate. The organic layer was washed with water and a saturated aqueous sodium chloride solution, and then dried. The solvent was evaporated out in vacuo, and the ... Starting materials: COC1=C(C=CC=C1)N1CCN(CC1)CCC(=O)NN (3-[4-(2-Methoxyphenyl)piperazino]propanohydrazide), C1(=CC=CC=C1)N=C=O (phenyl isocyanate). Solvent: C1(=CC=CC=C1)C (toluene). Reaction conditions: time 30 minute. Product: COC1=C(C=CC=C1)N1CCN(CC1)CCC(=O)NNC(=O)NC1=CC=CC=C1 (2-{3-[4-(2-Methoxyphenyl)piperazino]propanoyl}-N-phenyl-1-hydrazinecarboxamide). Yield: 83.9%. Reaction SMILES: [CH3:1][O:2][C:3]1[CH:8]=[CH:7][CH:6]=[CH:5][C:4]=1[N:9]1[CH2:14][CH2:13][N:12]([CH2:15][CH2:16][C:17]([NH:19][NH2:20])=[O:18])[CH2:11][CH2:10]1.[C:21]1([N:27]=[C:28]=[O:29])[CH:26]=[CH:25][CH:24]=[CH:23][CH:22]=1>C1(C)C=CC=CC=1>[CH3:1][O:2][C:3]1[CH:8]=[CH:7][CH:6]=[CH:5][C:4]=1[N:9]1[CH2:10][CH2:11][N:12]([CH2:15][CH2:16][C:17]([NH:19][NH:20][C:28]([NH:27][C:21]2[CH:26]=[CH:25][CH:24]=[CH:23][CH:22]=2)=[O:29])=[O:18])[CH2:13][CH2:14]1. Procedure details: To a suspension of 3-[4-(2-methoxyphenyl)piperazino]propanohydrazide D2 (1.00 g, 3.60 mmol) in anhydrous toluene (2 mL), phenyl isocyanate (0.45 g, 0.41 mL, 3.78 mmol) was added and the mixture was stirred at room temperature for 30 min and then heated at reflux for 1 h. The solution was allowed to cool slowly to room temperature and the resulting precipitate was filtered and washed with hexane to afford 1.2 g (83.9%) 2-{3-[4-(2-methoxyphenyl)piperazino]propanoyl}-N-phenyl-1-hydrazinecarboxamide...